From a dataset of the Open Reaction Database (ORD), a public repository of structured organic reaction records. describe an organic reaction: reactants, conditions, products, and yield Reactants: C(C)(C)(CC)OC(=O)NC=1SC=C(N1)CC(=O)OCC (Ethyl 2-(2-t-pentyloxycarbonylamino-1,3-thiazol-4-yl)acetate), [Se](=O)=O (selenium dioxide), ( 6-4 ). Yields the product C(C)(C)(CC)OC(=O)NC=1SC=C(N1)C(C(=O)OCC)=O (ethyl 2-(2-t-pentyloxycarbonylamino-1,3-thiazol-4-yl)glyoxylate). Yield: 70.6%. Reaction SMILES: [C:1]([O:6][C:7]([NH:9][C:10]1[S:11][CH:12]=[C:13]([CH2:15][C:16]([O:18][CH2:19][CH3:20])=[O:17])[N:14]=1)=[O:8])([CH2:4][CH3:5])([CH3:3])[CH3:2].[Se](=O)=[O:22]>>[C:1]([O:6][C:7]([NH:9][C:10]1[S:11][CH:12]=[C:13]([C:15](=[O:22])[C:16]([O:18][CH2:19][CH3:20])=[O:17])[N:14]=1)=[O:8])([CH2:4][CH3:5])([CH3:3])[CH3:2]. Reported procedure: Ethyl 2-(2-t-pentyloxycarbonylamino-1,3-thiazol-4-yl)acetate (0.3 g.) and selenium dioxide (0.11 g.) were treated according to a similar manner to that of Preparation (6-4) to give brown oil of ethyl 2-(2-t-pentyloxycarbonylamino-1,3-thiazol-4-yl)glyoxylate (0.22 g.).